This data is from the Open Reaction Database (ORD), a public repository of structured organic reaction records. The task is: describe an organic reaction: reactants, conditions, products, and yield The reactants are C(C=C)OC1(CCN(CC1)C1=C(C(=NC=2N1N=C(C2)COCC2=C(C=C(C=C2)Cl)O[C@@H](C)CC=C)C)[C@@H](C(=O)O)OC(C)(C)C)C ((S)-2-(7-(4-(allyloxy)-4-methylpiperidin-1-yl)-2-(((4-chloro-2-((S)-pent-4-en-2-yloxy)benzyl)oxy)methyl)-5-methylpyrazolo[1,5-a]pyrimidin-6-yl)-2-(tert-butoxy)acetic acid). Reagents/catalysts: CC1=CC(=C(C(=C1)C)N2CCN(C2=[Ru](=CC3=C(C=CC=C3)OC(C)C)(Cl)Cl)C4=C(C=C(C=C4C)C)C)C (Hoveyda-Grubbs catalyst 2nd generation), [Cu]I (copper(I) iodide). Run in ClCCCl (DCE). Run at temperature 90 celsius, time 1.5 hour. Yields the product C(C)(C)(C)O[C@H](C(=O)O)C1=C2N3CCC(OCC=CC[C@@H](OC4=CC(=CC=C4COCC4=NN2C(N=C1C)=C4)Cl)C)(CC3)C ((2S)-2-(tert-butoxy)-2-[(20S)-16-chloro-4,20,26-trimethyl-11,19,25-trioxa-1,5,7,8-tetraazapentacyclo[24.2.2.16,9.02,7.013,18]hentriaconta-2,4,6(31),8,13,15,17,22-octaen-3-yl]acetic acid). The yield is 7.3%. As a reaction SMILES: [CH2:1]([O:4][C:5]1([CH3:46])[CH2:10][CH2:9][N:8]([C:11]2[N:16]3[N:17]=[C:18]([CH2:20][O:21][CH2:22][C:23]4[CH:28]=[CH:27][C:26]([Cl:29])=[CH:25][C:24]=4[O:30][C@H:31]([CH2:33]C=C)[CH3:32])[CH:19]=[C:15]3[N:14]=[C:13]([CH3:36])[C:12]=2[C@H:37]([O:41][C:42]([CH3:45])([CH3:44])[CH3:43])[C:38]([OH:40])=[O:39])[CH2:7][CH2:6]1)[CH:2]=[CH2:3]>ClCCCl.CC1C=C(C)C(N2C(=[Ru](Cl)(Cl)=CC3C=CC=CC=3OC(C)C)N(C3C(C)=CC(C)=CC=3C)CC2)=C(C)C=1.[Cu]I>[C:42]([O:41][C@@H:37]([C:12]1[C:13]([CH3:36])=[N:14][C:15]2=[CH:19][C:18]3=[N:17][N:16]2[C:11]=1[N:8]1[CH2:7][CH2:6][C:5]([CH3:46])([O:4][CH2:1][CH:2]=[CH:3][CH2:32][C@H:31]([CH3:33])[O:30][C:24]2[C:23]([CH2:22][O:21][CH2:20]3)=[CH:28][CH:27]=[C:26]([Cl:29])[CH:25]=2)[CH2:10][CH2:9]1)[C:38]([OH:40])=[O:39])([CH3:45])([CH3:44])[CH3:43]. Reported procedure: To a solution of (S)-2-(7-(4-(allyloxy)-4-methylpiperidin-1-yl)-2-(((4-chloro-2-((S)-pent-4-en-2-yloxy)benzyl)oxy)methyl)-5-methylpyrazolo[1,5-a]pyrimidin-6-yl)-2-(tert-butoxy)acetic acid (41.4 mg, 0.063 mmol) in DCE (2 mL) were added Hoveyda-Grubbs catalyst 2nd generation (9.90 mg, 0.016 mmol) and copper(I) iodide (12.03 mg, 0.063 mmol) and the mixture was stirred at 90° C. After 1.5 h, the mixture was cooled to rt and filtered and concentrated. The crude material was purified via preparative H...